This data is from the Open Reaction Database (ORD), a public repository of structured organic reaction records. The task is: describe an organic reaction: reactants, conditions, products, and yield Reactants: COC(=O)C(=O)c1ccc(OCCOC2CCCCCCC2)cc1, CO, [Na+], [OH-]. Product: O=C(O)C(=O)c1ccc(OCCOC2CCCCCCC2)cc1. As a reaction SMILES: [CH3:1][O:2][C:3]([C:4]([c:5]1[cH:6][cH:7][c:8]([O:11][CH2:12][CH2:13][O:14][CH:15]2[CH2:16][CH2:17][CH2:18][CH2:19][CH2:20][CH2:21][CH2:22]2)[cH:9][cH:10]1)=[O:23])=[O:24].[CH3:25][OH:26].[Na+:28].[OH-:27]>>[O:2]=[C:3]([C:4]([c:5]1[cH:6][cH:7][c:8]([O:11][CH2:12][CH2:13][O:14][CH:15]2[CH2:16][CH2:17][CH2:18][CH2:19][CH2:20][CH2:21][CH2:22]2)[cH:9][cH:10]1)=[O:23])[OH:24]. Reactants: C(C)(C)(C)OC(=O)N1C=CC2=C(C=CC=C12)N1CCN(CC1)C(=O)OC(C)(C)C (4-(4-tert-butoxycarbonyl-piperazin-1-yl)-indole-1-carboxylic acid tert-butyl ester), ice, [Li]C(C)(C)C (t-BuLi), FC1=C(C=CC=C1)S(=O)(=O)F (2-fluoro-benzenesulfonyl fluoride). Solvent: C1CCOC1 (THF). The product is C(C)(C)(C)OC(=O)N1C(=CC2=C(C=CC=C12)N1CCN(CC1)C(=O)OC(C)(C)C)S(=O)(=O)C1=C(C=CC=C1)F (4-(4-tert-butoxycarbonyl-piperazin-1-yl)-2-(2-fluoro-benzenesulfonyl)-indole-1-carboxylic acid tert-butyl ester). Yield: 42.9%. Reaction SMILES: [C:1]([O:5][C:6]([N:8]1[C:16]2[C:11](=[C:12]([N:17]3[CH2:22][CH2:21][N:20]([C:23]([O:25][C:26]([CH3:29])([CH3:28])[CH3:27])=[O:24])[CH2:19][CH2:18]3)[CH:13]=[CH:14][CH:15]=2)[CH:10]=[CH:9]1)=[O:7])([CH3:4])([CH3:3])[CH3:2].[Li]C(C)(C)C.[F:35][C:36]1[CH:41]=[CH:40][CH:39]=[CH:38][C:37]=1[S:42](F)(=[O:44])=[O:43]>C1COCC1>[C:1]([O:5][C:6]([N:8]1[C:16]2[C:11](=[C:12]([N:17]3[CH2:18][CH2:19][N:20]([C:23]([O:25][C:26]([CH3:29])([CH3:28])[CH3:27])=[O:24])[CH2:21][CH2:22]3)[CH:13]=[CH:14][CH:15]=2)[CH:10]=[C:9]1[S:42]([C:37]1[CH:38]=[CH:39][CH:40]=[CH:41][C:36]=1[F:35])(=[O:44])=[O:43])=[O:7])([CH3:4])([CH3:3])[CH3:2]. Procedure: To a −75° C. solution of 4-(4-tert-butoxycarbonyl-piperazin-1-yl)-indole-1-carboxylic acid tert-butyl ester 2 (500 mg, 1.25 mmol) in THF (25 mL) was slowly added t-BuLi (1.47 mL, 2.5 mmol). The reaction mixture was stirred for 30 minutes at which time 2-fluoro-benzenesulfonyl fluoride 2a (222 mg, 1.5 mmol) was added. The reaction was stirred for 1.5 h at which time the ice bath was removed and the reaction was allowed to warm over 45 min. The reaction mixture was quenched with a saturated soluti... Starting materials: BrC1=CC(=C(C=C1)C(=O)N1CCN(CC1)C1=C(C=C(C=C1)C)C)N1S(CCC1)(=O)=O ([4-bromo-2-(1,1-dioxoisothiazolidin-2-yl)phenyl][4-(2,4-dimethylphenyl)piperazin-1-yl]methanone), O1C(N=CC1)=O (oxazolin-2-one). Product: CC1=C(C=CC(=C1)C)N1CCN(CC1)C(=O)C1=C(C=C(C=C1)N1C(OCC1)=O)N1S(CCC1)(=O)=O (3-{4-[4-(2,4-dimethylphenyl)piperazine-1-carbonyl]-3-(1,1-dioxoisothiazolidin-2-yl)phenyl}oxazolidin-2-one). Yield: 88.9%. Reaction SMILES: Br[C:2]1[CH:7]=[CH:6][C:5]([C:8]([N:10]2[CH2:15][CH2:14][N:13]([C:16]3[CH:21]=[CH:20][C:19]([CH3:22])=[CH:18][C:17]=3[CH3:23])[CH2:12][CH2:11]2)=[O:9])=[C:4]([N:24]2[CH2:28][CH2:27][CH2:26][S:25]2(=[O:30])=[O:29])[CH:3]=1.[O:31]1[CH2:35][CH:34]=[N:33][C:32]1=[O:36]>>[CH3:23][C:17]1[CH:18]=[C:19]([CH3:22])[CH:20]=[CH:21][C:16]=1[N:13]1[CH2:14][CH2:15][N:10]([C:8]([C:5]2[CH:6]=[CH:7][C:2]([N:33]3[CH2:34][CH2:35][O:31][C:32]3=[O:36])=[CH:3][C:4]=2[N:24]2[CH2:28][CH2:27][CH2:26][S:25]2(=[O:30])=[O:29])=[O:9])[CH2:11][CH2:12]1. Procedure: By reaction and treatment in the same manner as in Example 149 and using [4-bromo-2-(1,1-dioxoisothiazolidin-2-yl)phenyl][4-(2,4-dimethylphenyl)piperazin-1-yl]methanone (492 mg) described in Preparation Example 181 and oxazolin-2-one (104 mg), the title compound (443 mg) was obtained. Starting materials: C(=S)NC(C(=O)OCC(Cl)(Cl)Cl)P(=O)(OCC)OCC (2,2,2-trichloroethyl α-thioformamidodiethylphosphonoacetate), C([O-])([O-])=O.[K+].[K+] (potassium carbonate), ClCC(COCOC)=O (1-chloro-3-methoxymethyloxy-propan-2-one). Solvent: CC(=O)C (acetone), C(Cl)Cl (methylene chloride). Reaction conditions: time 4 hour. Yields the product COCOCC1=C(N=CSC1)C(=O)OCC(Cl)(Cl)Cl (2,2,2-trichloroethyl 5-methoxymethyloxymethyl-6H-1,3-thiazine-4-carboxylate). Reaction SMILES: [CH:1]([NH:3][CH:4](P(OCC)(OCC)=O)[C:5]([O:7][CH2:8][C:9]([Cl:12])([Cl:11])[Cl:10])=[O:6])=[S:2].C(=O)([O-])[O-].[K+].[K+].Cl[CH2:28][C:29](=O)[CH2:30][O:31][CH2:32][O:33][CH3:34]>CC(C)=O.C(Cl)Cl>[CH3:34][O:33][CH2:32][O:31][CH2:30][C:29]1[CH2:28][S:2][CH:1]=[N:3][C:4]=1[C:5]([O:7][CH2:8][C:9]([Cl:10])([Cl:11])[Cl:12])=[O:6] |f:1.2.3|. Procedure details: A solution of 2,2,2-trichloroethyl α-thioformamidodiethylphosphonoacetate (3.87 g.) in acetone (50 ml.) is treated with powdered potassium carbonate (4.15 g) and 1-chloro-3-methoxymethyloxy-propan-2-one (1.60 g.). The mixture is stirred for 4 hrs. at room temperature under a nitrogen atmosphere, then filtered. Evaporation of the filtrate leaves a residue which is dissolved in methylene chloride. The solution is washed with dilute aqueous dipotassium hydrogen phosphate and water, dried over magne... Starting materials: C(C)(=O)O[C@@H]1CC2=CC[C@H]3[C@@H]4CC[C@@H]([C@@]4(C)CC[C@@H]3[C@]2(CC1)C)OC(C)=O (5-androstene-3β,17β-diol diacetate), C(C)(=O)OC(C)=O (acetic anhydride), C(C(=O)O)(=O)O (oxalic acid), C(C(=O)O)(=O)O (oxalic acid), [Cr](=O)(=O)(OC(C)(C)C)[O-] (t-butyl chromate). Run in C(C)(=O)O (acetic acid), C(Cl)(Cl)(Cl)Cl (carbon tetrachloride). Conditions: time 12 hour. Yields the product C(C)(=O)O[C@@H]1CC2=CC([C@H]3[C@@H]4CC[C@@H]([C@@]4(C)CC[C@@H]3[C@]2(CC1)C)OC(C)=O)=O (7-oxo-5-androstene-3β,17β-diol diacetate). The yield is 61.7%. As a reaction SMILES: [C:1]([O:4][C@H:5]1[CH2:22][CH2:21][C@@:20]2([CH3:23])[C:7](=[CH:8][CH2:9][C@@H:10]3[C@@H:19]2[CH2:18][CH2:17][C@@:15]2([CH3:16])[C@H:11]3[CH2:12][CH2:13][C@@H:14]2[O:24][C:25](=[O:27])[CH3:26])[CH2:6]1)(=[O:3])[CH3:2].C(OC(=O)C)(=[O:30])C.[Cr]([O-])(OC(C)(C)C)(=O)=O.C(O)(=O)C(O)=O>C(O)(=O)C.C(Cl)(Cl)(Cl)Cl>[C:1]([O:4][C@H:5]1[CH2:22][CH2:21][C@@:20]2([CH3:23])[C:7](=[CH:8][C:9](=[O:30])[C@@H:10]3[C@@H:19]2[CH2:18][CH2:17][C@@:15]2([CH3:16])[C@H:11]3[CH2:12][CH2:13][C@@H:14]2[O:24][C:25](=[O:27])[CH3:26])[CH2:6]1)(=[O:3])[CH3:2]. Procedure: A solution of 5-androstene-3β,17β-diol diacetate (5 g, 13.35 mmol) in a mixture of dry carbon tetrachloride (30 Ml), acetic anhydride (4.5 Ml) and glacial acetic acid (1.25 Ml) was treated while stirring with t-butyl chromate solution (35 Ml). The brown reaction mixture was brought to reflux temperature and further stirred for 12 h. The mixture was then cooled in an ice bath and treated in small portions with 10% oxalic acid solution (75 Ml). After adding a further quantity of solid oxalic acid ... The reactants are O=C([O-])O, Cc1noc(C)c1B(O)O, CN(C)C=O, [Na+], O=S(=O)(Oc1ccnc2[nH]ccc12)C(F)(F)F. Yields the product Cc1noc(C)c1-c1ccnc2[nH]ccc12. As a reaction SMILES: [C:28](=[O:29])([OH:30])[O-:31].[CH3:18][c:19]1[n:20][o:21][c:22]([CH3:27])[c:23]1[B:24]([OH:25])[OH:26].[CH3:33][N:34]([CH3:35])[CH:36]=[O:37].[Na+:32].[nH:1]1[cH:2][cH:3][c:4]2[c:5]1[n:6][cH:7][cH:8][c:9]2[O:10][S:11]([C:12]([F:13])([F:14])[F:15])(=[O:16])=[O:17]>>[nH:1]1[cH:2][cH:3][c:4]2[c:5]1[n:6][cH:7][cH:8][c:9]2-[c:23]1[c:19]([CH3:18])[n:20][o:21][c:22]1[CH3:27]. Reactants: FC1=NC=CC=C1C1=C(C(=CN1)CN(C(OC(C)(C)C)=O)C)F (tert-butyl {[5-(2-fluoropyridin-3-yl)-4-fluoro-1H-pyrrol-3-yl]methyl}methylcarbamate), [H-].[Na+] (sodium hydride), C1COCCOCCOCCOCCO1 (15-Crown-5), FC1=CC=CC(=N1)S(=O)(=O)Cl (6-fluoropyridine-2-sulfonyl chloride). The solvent is O1CCCC1 (tetrahydrofuran), O (Water), O1CCCC1 (tetrahydrofuran). Reaction conditions: time 15 minute. Yields the product FC=1C(=CN(C1C=1C(=NC=CC1)F)S(=O)(=O)C1=NC(=CC=C1)F)CN(C(OC(C)(C)C)=O)C (tert-butyl ({4-fluoro-5-(2-fluoropyridin-3-yl)-1-[(6-fluoropyridin-2-yl)sulfonyl]-1H-pyrrol-3-yl}methyl)methylcarbamate). Isolated yield 32.2%. As a reaction SMILES: [F:1][C:2]1[C:7]([C:8]2[NH:12][CH:11]=[C:10]([CH2:13][N:14]([CH3:22])[C:15](=[O:21])[O:16][C:17]([CH3:20])([CH3:19])[CH3:18])[C:9]=2[F:23])=[CH:6][CH:5]=[CH:4][N:3]=1.[H-].[Na+].C1OCCOCCOCCOCCOC1.[F:41][C:42]1[N:47]=[C:46]([S:48](Cl)(=[O:50])=[O:49])[CH:45]=[CH:44][CH:43]=1>O1CCCC1.O>[F:23][C:9]1[C:10]([CH2:13][N:14]([CH3:22])[C:15](=[O:21])[O:16][C:17]([CH3:19])([CH3:20])[CH3:18])=[CH:11][N:12]([S:48]([C:46]2[CH:45]=[CH:44][CH:43]=[C:42]([F:41])[N:47]=2)(=[O:50])=[O:49])[C:8]=1[C:7]1[C:2]([F:1])=[N:3][CH:4]=[CH:5][CH:6]=1 |f:1.2|. Procedure details: To a suspension of 2-(benzylthio)-6-fluoropyridine (310 mg) in acetic acid (3 mL) and water (1.5 mL) was added N-chlorosuccinimide (776 mg), and the mixture was stirred at room temperature for 5 hr. The reaction mixture was concentrated under reduced pressure, toluene was added to the residue, the mixture was filtrated, and the filtrate was concentrated under reduced pressure to give crude 6-fluoropyridine-2-sulfonyl chloride (240 mg). To a solution of tert-butyl {[5-(2-fluoropyridin-3-yl)-4-flu...